From a dataset of the Open Reaction Database (ORD), a public repository of structured organic reaction records. describe an organic reaction: reactants, conditions, products, and yield Reactants: Br, CC(C)C(O)c1ccc(Cl)cc1. Yields the product CC(C)C(Br)c1ccc(Cl)cc1. RXN SMILES: [BrH:13].[Cl:1][c:2]1[cH:3][cH:4][c:5]([CH:6]([CH:7]([CH3:8])[CH3:9])[OH:10])[cH:11][cH:12]1>>[Cl:1][c:2]1[cH:3][cH:4][c:5]([CH:6]([CH:7]([CH3:8])[CH3:9])[Br:13])[cH:11][cH:12]1. The reactants are NC=1SC(=CC1[N+](=O)[O-])[N+](=O)[O-] (2-amino-3,5-dinitrothiophene), C(CC)(=O)O (propionic acid), C(=C)OC(CCN(C1=CC=CC=C1)CC)=O (3-(ethyl-phenyl-amino)-propionic acid vinyl ester), S(N)(O)(=O)=O (sulfamic acid), N(=O)OS(O)(=O)=O (nitrosyl sulfuric acid). Solvent: C(C)(=O)O (acetic acid), CO (methanol). Conditions: temperature 2 celsius, time 2 hour. Yields the product C(=C)OC(CCN(CC)C1=CC=C(C=C1)N=NC=1SC(=CC1[N+](=O)[O-])[N+](=O)[O-])=O (3-{[4-(3,5-dinitro-thiophen-2-ylazo)-phenyl]-ethyl-amino}-propionic acid vinyl ester). As a reaction SMILES: [NH2:1][C:2]1[S:3][C:4]([N+:10]([O-:12])=[O:11])=[CH:5][C:6]=1[N+:7]([O-:9])=[O:8].C(O)(=O)CC.N(OS(=O)(=O)O)=O.[CH:25]([O:27][C:28](=[O:40])[CH2:29][CH2:30][N:31]([CH2:38][CH3:39])[C:32]1[CH:37]=[CH:36][CH:35]=[CH:34][CH:33]=1)=[CH2:26].S(=O)(=O)(O)[NH2:42]>CO.C(O)(=O)C>[CH:25]([O:27][C:28](=[O:40])[CH2:29][CH2:30][N:31]([C:32]1[CH:37]=[CH:36][C:35]([N:42]=[N:1][C:2]2[S:3][C:4]([N+:10]([O-:12])=[O:11])=[CH:5][C:6]=2[N+:7]([O-:9])=[O:8])=[CH:34][CH:33]=1)[CH2:38][CH3:39])=[CH2:26]. Reported procedure: 5.7 parts of 2-amino-3,5-dinitrothiophene, 20 parts of propionic acid and 30 parts of acetic acid were charged and cooled to 2° C. 11.4 parts of 40% (w/w) nitrosyl sulfuric acid were added, whilst the temperature was held below 4° C. The diazotization mixture was stirred for a further 2 hrs at 2-4° C. To a separate vessel were charged 6.5 parts of 3-(ethyl-phenyl-amino)-propionic acid vinyl ester, 100 parts of methanol, 1 part sulfamic acid and 100 parts of ice. With stirring, the diazotization ...